This data is from the Open Reaction Database (ORD), a public repository of structured organic reaction records. The task is: describe an organic reaction: reactants, conditions, products, and yield The product is CC(C)(C)OC(=O)NC1CCN(N=C2CCN(c3ccncc3)CC2)C1=O. Reactants: CCO, CC(C)(C)OC(=O)NC1CCN(N)C1=O, O=C1CCN(c2ccncc2)CC1. As a reaction SMILES: [CH3:29][CH2:30][OH:31].[NH2:1][N:2]1[C:3](=[O:15])[CH:4]([NH:7][C:8](=[O:9])[O:10][C:11]([CH3:12])([CH3:13])[CH3:14])[CH2:5][CH2:6]1.[n:16]1[cH:17][cH:18][c:19]([N:22]2[CH2:23][CH2:24][C:25](=[O:28])[CH2:26][CH2:27]2)[cH:20][cH:21]1>>[N:1]([N:2]1[C:3](=[O:15])[CH:4]([NH:7][C:8](=[O:9])[O:10][C:11]([CH3:12])([CH3:13])[CH3:14])[CH2:5][CH2:6]1)=[C:25]1[CH2:24][CH2:23][N:22]([c:19]2[cH:18][cH:17][n:16][cH:21][cH:20]2)[CH2:27][CH2:26]1. Starting materials: COC(C1=CC(=C(C=C1)Br)F)=O (4-bromo-3-fluoro-benzoic acid methyl ester), O.NN (hydrazine hydrate). Solvent: CO (MeOH). Conditions: temperature 70 celsius. The product is BrC1=C(C=C(C(=O)NN)C=C1)F (4-Bromo-3-fluoro-benzoic acid hydrazide). As a reaction SMILES: C[O:2][C:3](=O)[C:4]1[CH:9]=[CH:8][C:7]([Br:10])=[C:6]([F:11])[CH:5]=1.O.[NH2:14][NH2:15]>CO>[Br:10][C:7]1[CH:8]=[CH:9][C:4]([C:3]([NH:14][NH2:15])=[O:2])=[CH:5][C:6]=1[F:11] |f:1.2|. Procedure: A mixture of compound 4-bromo-3-fluoro-benzoic acid methyl ester (1 g, 4.29 mmol), hydrazine hydrate (2.2 mL, 42.9 mmol) and MeOH (20 mL) was heated at 70° C. for overnight. Concentrated, diluted with EtOAc (300 mL) and washed with water (100 mL). The organic layer was dried over Na2SO4, filtered and concentrated give the desired product 2AR (0.9 g, 90%). Starting materials: ClCCl, C[Al](C)C, CC1(C)Oc2cccc(S(N)(=O)=O)c2O1, COC(=O)Nc1nc(C)nc(OC)n1, CCCCCC, CC(=O)O, Cl. The product is COc1nc(C)nc(NC(=O)NS(=O)(=O)c2cccc3c2OC(C)(C)O3)n1. RXN SMILES: [CH2:35]([Cl:36])[Cl:37].[CH3:16][Al:17]([CH3:18])[CH3:19].[CH3:1][C:2]1([CH3:15])[O:3][c:4]2[c:5]([cH:7][cH:8][cH:9][c:10]2[S:11](=[O:12])(=[O:13])[NH2:14])[O:6]1.[CH3:20][O:21][c:22]1[n:23][c:24]([NH:29][C:30]([O:31][CH3:33])=[O:32])[n:25][c:26]([CH3:28])[n:27]1.[CH3:38][CH2:39][CH2:40][CH2:41][CH2:42][CH3:43].[CH3:44][C:45](=[O:46])[OH:47].[ClH:34]>>[CH3:1][C:2]1([CH3:15])[O:3][c:4]2[c:5]([cH:7][cH:8][cH:9][c:10]2[S:11](=[O:12])(=[O:13])[NH:14][C:30]([NH:29][c:24]2[n:23][c:22]([O:21][CH3:20])[n:27][c:26]([CH3:28])[n:25]2)=[O:31])[O:6]1.